From a dataset of the Open Reaction Database (ORD), a public repository of structured organic reaction records. describe an organic reaction: reactants, conditions, products, and yield Reactants: C([O-])([O-])=O.[Na+].[Na+] (sodium carbonate), C[C@H]1[C@@H](NCC1)C(=S)O ((trans)-3-methylthio-D,L-proline), C(C)(=O)CCC(=S)Cl (3-acetylthiopropionyl chloride), CCOCC (ether), C([O-])([O-])=O.[Na+].[Na+] (sodium carbonate), O (water), C([O-])([O-])=O.[Na+].[Na+] (sodium carbonate). Yields the product C(C)(=O)SCCC(=O)N1[C@@H](C(=S)O)[C@@H](CC1)C ((trans)-1-[3-(acetylthio)-1-oxopropyl]-3-methylthio-D,L-proline). RXN SMILES: [CH3:1][C@@H:2]1[CH2:6][CH2:5][NH:4][C@H:3]1[C:7]([OH:9])=[S:8].[C:10](=[O:13])([O-])[O-].[Na+].[Na+].O.C(C[CH2:21][C:22](Cl)=[S:23])(=O)C.[CH3:25][CH2:26][O:27]CC>>[C:26]([S:23][CH2:22][CH2:21][C:10]([N:4]1[CH2:5][CH2:6][C@@H:2]([CH3:1])[C@@H:3]1[C:7]([OH:9])=[S:8])=[O:13])(=[O:27])[CH3:25] |f:1.2.3|. Reported procedure: 3.05 g. (0.019 mole) of (trans)-3-methylthio-D,L-proline is dissolved in 19 ml. of 1 N sodium carbonate and diluted with 10 ml. of water. The solution is cooled in an ice-bath and while stirring rapidly a solution of 3-acetylthiopropionyl chloride in 20 ml. of ether is added. The pH is maintained at 8 by adding 1 N sodium carbonate. At the end of 30 minutes the pH is holding constant and 45 ml. of sodium carbonate solution had been added. The layers are separated and the aqueous layer is washed ...